This data is from the Open Reaction Database (ORD), a public repository of structured organic reaction records. The task is: describe an organic reaction: reactants, conditions, products, and yield Reactants: CS(=O)(=O)OCC(C)N1C2=CC=CC=C2SC=2C=CC(=CC12)C#N ((2RS)-2-(2-cyano-10-phenothiazinyl)-propyl methanesulphonate), C(C)N (ethylamine). Solvent: C1(=CC=CC=C1)C (toluene). Yields the product C(C)NCC(C)N1C2=CC=CC=C2SC=2C=CC(=CC12)C#N (10-[(2RS)-1-Ethylamino-2-propyl]-2-phenothiazinecarbonitrile). Reaction SMILES: CS(O[CH2:6][CH:7]([N:9]1[C:22]2[CH:21]=[C:20]([C:23]#[N:24])[CH:19]=[CH:18][C:17]=2[S:16][C:15]2[C:10]1=[CH:11][CH:12]=[CH:13][CH:14]=2)[CH3:8])(=O)=O.[CH2:25]([NH2:27])[CH3:26]>C1(C)C=CC=CC=1>[CH2:25]([NH:27][CH2:6][CH:7]([N:9]1[C:22]2[CH:21]=[C:20]([C:23]#[N:24])[CH:19]=[CH:18][C:17]=2[S:16][C:15]2[C:10]1=[CH:11][CH:12]=[CH:13][CH:14]=2)[CH3:8])[CH3:26]. Reported procedure: A solution of (2RS)-2-(2-cyano-10-phenothiazinyl)-propyl methanesulphonate (50 g) and ethylamine (100 cc) in toluene (600 cc) is heated for 24 hours to a temperature in the region of 105° C. After cooling, the mixture is concentrated to dryness under reduced pressure (30 mm Hg; 4 kPa) at 40° C. The residue is taken up with distilled water (250 cc) and the mixture is extracted successively with ethyl acetate (500 cc and 250 cc). The combined organic phases are extracted with N aqueous hydrochlori... Starting materials: O1C2=C(OCC1)C=C(C=C2)N (2,3-dihydrobenzo[b][1,4]dioxin-6-amine), C(C1=CC=CC=C1)N1CC=2N=CN=C(C2CC1)Cl (7-benzyl-4-chloro-5,6,7,8-tetrahydropyrido[3,4-d]pyrimidine). Solvent: C(C)#N (acetonitile). Yields the product C(C1=CC=CC=C1)N1CC=2N=CN=C(C2CC1)NC1=CC2=C(OCCO2)C=C1 (7-Benzyl-5,6,7,8-tetrahydro-N-(2,3-dihydrobenzo[b][1,4]dioxin-6-yl)pyrido[3,4-d]pyrimidin-4-amine). As a reaction SMILES: [O:1]1[CH2:6][CH2:5][O:4][C:3]2[CH:7]=[C:8]([NH2:11])[CH:9]=[CH:10][C:2]1=2.[CH2:12]([N:19]1[CH2:28][CH2:27][C:26]2[C:25](Cl)=[N:24][CH:23]=[N:22][C:21]=2[CH2:20]1)[C:13]1[CH:18]=[CH:17][CH:16]=[CH:15][CH:14]=1>C(#N)C>[CH2:12]([N:19]1[CH2:28][CH2:27][C:26]2[C:25]([NH:11][C:8]3[CH:9]=[CH:10][C:2]4[O:1][CH2:6][CH2:5][O:4][C:3]=4[CH:7]=3)=[N:24][CH:23]=[N:22][C:21]=2[CH2:20]1)[C:13]1[CH:14]=[CH:15][CH:16]=[CH:17][CH:18]=1. Procedure details: The title compound was prepared using the general procedure set forth in Example 2, above, using 2,3-dihydrobenzo[b][1,4]dioxin-6-amine (0.32 mL, 2.63 mmol) and 7-benzyl-4-chloro-5,6,7,8-tetrahydropyrido[3,4-d]pyrimidine (0.621 g, 2.39 mmol) in acetonitile (3 mL).